From a dataset of the Open Reaction Database (ORD), a public repository of structured organic reaction records. describe an organic reaction: reactants, conditions, products, and yield Starting materials: CCOC(C)=O, CC(C)(C)C(=O)Nc1ccc(-c2cc(=O)c3c(NCCCCN=[N+]=[N-])c(F)cc(F)c3o2)cc1F, C1CCOC1, O, c1ccc(P(c2ccccc2)c2ccccc2)cc1. Product: CC(C)(C)C(=O)Nc1ccc(-c2cc(=O)c3c(NCCCCN)c(F)cc(F)c3o2)cc1F. RXN SMILES: [CH3:56][CH2:57][O:58][C:59](=[O:60])[CH3:61].[N:1](=[N+:2]=[N-:3])[CH2:4][CH2:5][CH2:6][CH2:7][NH:8][c:9]1[c:10]([F:35])[cH:11][c:12]([F:34])[c:13]2[c:14]1[c:15](=[O:33])[cH:16][c:17](-[c:19]1[cH:20][c:21]([F:32])[c:22]([NH:25][C:26]([C:27]([CH3:28])([CH3:29])[CH3:30])=[O:31])[cH:23][cH:24]1)[o:18]2.[O:62]1[CH2:63][CH2:64][CH2:65][CH2:66]1.[OH2:55].[c:36]1([P:37]([c:38]2[cH:39][cH:40][cH:41][cH:42][cH:43]2)[c:44]2[cH:45][cH:46][cH:47][cH:48][cH:49]2)[cH:50][cH:51][cH:52][cH:53][cH:54]1>>[NH2:1][CH2:4][CH2:5][CH2:6][CH2:7][NH:8][c:9]1[c:10]([F:35])[cH:11][c:12]([F:34])[c:13]2[c:14]1[c:15](=[O:33])[cH:16][c:17](-[c:19]1[cH:20][c:21]([F:32])[c:22]([NH:25][C:26]([C:27]([CH3:28])([CH3:29])[CH3:30])=[O:31])[cH:23][cH:24]1)[o:18]2.